From a dataset of the Open Reaction Database (ORD), a public repository of structured organic reaction records. describe an organic reaction: reactants, conditions, products, and yield The reactants are OC(=O)C(F)(F)F.CC1=CC(=NC=2N1C=C(N2)CCC=2NC=C(N2)C=2SC=CC2)C (5,7-Dimethyl-2-[2-(4-thiophen-2-yl-1H-imidazol-2-yl)-ethyl]-imidazo[1,2-a]pyrimidine TFA salt), [H-].[Na+] (sodium hydride), CO (methanol), BrCCF (1-Bromo-2-fluoroethane). Run in CN(C)C=O (DMF). Conditions: time 5 minute. The product is FCCN1C(=NC(=C1)C=1SC=CC1)CCC=1N=C2N(C(=CC(=N2)C)C)C1 (2-{2-[1-(2-Fluoro-ethyl)-4-thiophen-2-yl-1H-imidazol-2-yl]-ethyl}-5,7-dimethyl-imidazo[1,2-a]pyrimidine). Isolated yield 39.0%. As a reaction SMILES: O[C:2]([C:4]([F:7])(F)F)=O.[CH3:8][C:9]1[N:14]2[CH:15]=[C:16]([CH2:18][CH2:19][C:20]3[NH:21][CH:22]=[C:23]([C:25]4[S:26][CH:27]=[CH:28][CH:29]=4)[N:24]=3)[N:17]=[C:13]2[N:12]=[C:11]([CH3:30])[CH:10]=1.[H-].[Na+].BrCCF.CO>CN(C=O)C>[F:7][CH2:4][CH2:2][N:21]1[CH:22]=[C:23]([C:25]2[S:26][CH:27]=[CH:28][CH:29]=2)[N:24]=[C:20]1[CH2:19][CH2:18][C:16]1[N:17]=[C:13]2[N:12]=[C:11]([CH3:30])[CH:10]=[C:9]([CH3:8])[N:14]2[CH:15]=1 |f:0.1,2.3|. Procedure details: To a solution of 5,7-Dimethyl-2-[2-(4-thiophen-2-yl-1H-imidazol-2-yl)-ethyl]-imidazo[1,2-a]pyrimidine TFA salt (10.9 mg, 0.025 mmol) in DMF (6 mL) was added sodium hydride (60% in mineral oil, 7.0 mg, 0.175 mmol), the reaction vessel was capped and stirred at RT for 5 minutes. 1-Bromo-2-fluoroethane (4.76 mg, 0.0375 mmol) was added and the reaction was shaken under an atmosphere of argon for 30 minutes at RT then 30 minutes at 70° C. To the cooled reaction methanol (100 μL) was added and the sol... The reactants are COC(=O)c1ccn2c1C(C)(C)SC2c1cccnc1, CO, Cl, [Na+], [OH-]. Yields the product CC1(C)SC(c2cccnc2)n2ccc(C(=O)O)c21. Reaction SMILES: [CH3:1][C:2]1([CH3:20])[c:3]2[n:4]([cH:13][cH:14][c:15]2[C:16](=[O:17])[O:18][CH3:19])[CH:5]([c:7]2[cH:8][n:9][cH:10][cH:11][cH:12]2)[S:6]1.[CH3:24][OH:25].[ClH:23].[Na+:22].[OH-:21]>>[CH3:1][C:2]1([CH3:20])[c:3]2[n:4]([cH:13][cH:14][c:15]2[C:16](=[O:17])[OH:18])[CH:5]([c:7]2[cH:8][n:9][cH:10][cH:11][cH:12]2)[S:6]1. The reactants are CCCCC#Cc1ccn(C2OC(COC(=O)c3ccccc3)C(OC(=O)c3ccccc3)C2OC(=O)c2ccccc2)c(=O)n1, CO, CC(C)=O, ClCCl. The product is CCCCC(=O)Cc1ccn(C2OC(COC(=O)c3ccccc3)C(OC(=O)c3ccccc3)C2OC(=O)c2ccccc2)c(=O)n1. RXN SMILES: [C:1](#[C:2][CH2:3][CH2:4][CH2:5][CH3:6])[c:7]1[n:8][c:9](=[O:46])[n:10]([CH:13]2[CH:14]([O:15][C:16]([c:17]3[cH:18][cH:19][cH:20][cH:21][cH:22]3)=[O:23])[CH:24]([O:25][C:26]([c:27]3[cH:28][cH:29][cH:30][cH:31][cH:32]3)=[O:33])[CH:34]([CH2:36][O:37][C:38]([c:39]3[cH:40][cH:41][cH:42][cH:43][cH:44]3)=[O:45])[O:35]2)[cH:11][cH:12]1.[CH3:47][OH:48].[CH3:49][C:50](=[O:51])[CH3:52].[Cl:53][CH2:54][Cl:55]>>[CH2:1]([C:2]([CH2:3][CH2:4][CH2:5][CH3:6])=[O:48])[c:7]1[n:8][c:9](=[O:46])[n:10]([CH:13]2[CH:14]([O:15][C:16]([c:17]3[cH:18][cH:19][cH:20][cH:21][cH:22]3)=[O:23])[CH:24]([O:25][C:26]([c:27]3[cH:28][cH:29][cH:30][cH:31][cH:32]3)=[O:33])[CH:34]([CH2:36][O:37][C:38]([c:39]3[cH:40][cH:41][cH:42][cH:43][cH:44]3)=[O:45])[O:35]2)[cH:11][cH:12]1. The reactants are Cl.Cl.C(C)OC(CNCCN)=O (N-(2-aminoethyl)-glycine ethyl ester 2HCl), [N+](=O)([O-])C1=C(C=CC=C1)C1=NN=C(S1)S(=O)(=O)Cl (5-(2-nitrophenyl)-1,3,4-thiadiazole-2-sulfonyl chloride). Product: C(C)OC(CNCCNS(=O)(=O)C=1SC(=NN1)C1=C(C=CC=C1)[N+](=O)[O-])=O (N-{2-[5-(2-Nitrophenyl)-1,3,4-thiadiazole-2-sulfonylamino]-ethyl}-glycine ethyl ester). As a reaction SMILES: Cl.Cl.[CH2:3]([O:5][C:6](=[O:12])[CH2:7][NH:8][CH2:9][CH2:10][NH2:11])[CH3:4].[N+:13]([C:16]1[CH:21]=[CH:20][CH:19]=[CH:18][C:17]=1[C:22]1[S:26][C:25]([S:27](Cl)(=[O:29])=[O:28])=[N:24][N:23]=1)([O-:15])=[O:14]>>[CH2:3]([O:5][C:6](=[O:12])[CH2:7][NH:8][CH2:9][CH2:10][NH:11][S:27]([C:25]1[S:26][C:22]([C:17]2[CH:18]=[CH:19][CH:20]=[CH:21][C:16]=2[N+:13]([O-:15])=[O:14])=[N:23][N:24]=1)(=[O:28])=[O:29])[CH3:4] |f:0.1.2|. Procedure details: The title compound was synthesized by the reaction of N-(2-aminoethyl)-glycine ethyl ester 2HCl with 5-(2-nitrophenyl)-1,3,4-thiadiazole-2-sulfonyl chloride as per the procedure of example 1. 1H NMR (MHz; DMSO-d6) δ 8.16 (d, 1H), 7.81–7.78 (m, 3H), 4.02 (q, 2H), 3.34 (s, 2H), 3.21 (t, 2H), 2.70 (t, 2H), 1.15 (t, 3H).